Dataset: the Open Reaction Database (ORD), a public repository of structured organic reaction records. Task: describe an organic reaction: reactants, conditions, products, and yield Reactants: C(C1=CC=CC=C1)OC(=O)N[C@H](C=CC(=O)OCC)C1CC1 (Ethyl 4-(S)-benzyloxycarbonylamino-4-cyclopropyl-2-butenoate), [N+](=O)([O-])C (nitromethane), CN(C(=N)N(C)C)C (1,1,3,3-tetramethylguanidine). Reaction conditions: time 17 hour. Yields the product C(C1=CC=CC=C1)OC(=O)N[C@H](C(CC(=O)OCC)C[N+](=O)[O-])C1CC1 (Ethyl 4-(S)-benzyloxycarbonylamino-4-cyclopropyl-3-nitromethylbutanoate). The yield is 96.1%. As a reaction SMILES: [CH2:1]([O:8][C:9]([NH:11][C@@H:12]([CH:20]1[CH2:22][CH2:21]1)[CH:13]=[CH:14][C:15]([O:17][CH2:18][CH3:19])=[O:16])=[O:10])[C:2]1[CH:7]=[CH:6][CH:5]=[CH:4][CH:3]=1.CN(C)C(N(C)C)=N.[N+:31]([CH3:34])([O-:33])=[O:32]>>[CH2:1]([O:8][C:9]([NH:11][C@@H:12]([CH:20]1[CH2:22][CH2:21]1)[CH:13]([CH2:34][N+:31]([O-:33])=[O:32])[CH2:14][C:15]([O:17][CH2:18][CH3:19])=[O:16])=[O:10])[C:2]1[CH:3]=[CH:4][CH:5]=[CH:6][CH:7]=1. Reported procedure: Ethyl 4-(S)-benzyloxycarbonylamino-4-cyclopropyl-2-butenoate was dissolved in dry nitromethane (15 ml), and the solution was mixed with 1,1,3,3-tetramethylguanidine (133 μl, 1.05 mol) and stirred at room temperature for 17 hours. The reaction solution was concentrated under a reduced pressure, the resulting residue was dissolved in chloroform (50 ml), and the solution was washed with 10% citric acid aqueous solution (50 ml) and saturated sodium chloride aqueous solution (50 ml) in that order, an...